Dataset: the Open Reaction Database (ORD), a public repository of structured organic reaction records. Task: describe an organic reaction: reactants, conditions, products, and yield Starting materials: NC1=CC(NC(=N1)C1=C(C=CC=C1)OCCC)=O (6-amino-2-(2-propoxyphenyl)-pyrimidin-4[3H]-one). The solvent is C(C)O (Ethanol). Yields the product C(CCC)(=O)NC1=CC(NC(=N1)C1=C(C=CC=C1)OCCC)=O (6-Butyramido-2-(2-propoxyphenyl)pyrimidin-4[3H1 one). As a reaction SMILES: [NH2:1][C:2]1[N:7]=[C:6]([C:8]2[CH:13]=[CH:12][CH:11]=[CH:10][C:9]=2[O:14][CH2:15][CH2:16][CH3:17])[NH:5][C:4](=[O:18])[CH:3]=1>C(O)C>[C:9]([NH:1][C:2]1[N:7]=[C:6]([C:8]2[CH:13]=[CH:12][CH:11]=[CH:10][C:9]=2[O:14][CH2:15][CH2:16][CH3:17])[NH:5][C:4](=[O:18])[CH:3]=1)(=[O:14])[CH2:8][CH2:13][CH3:12]. Procedure details: A stirred solution of 6-amino-2-(2-propoxyphenyl)-pyrimidin-4[3H]-one (0.68 g) and n-butyric anhydri was heated at 140° C. for 5 hours. Ethanol was added to the cooled reaction mixture which was then evaporated under reduced pressure to yield a residue which was azeotroped and washed with water. The residue was eluted from silica with chloroform and the combined fractions containing product were evaporated under reduced pressure to yield a crude product which was recrystallised from isopropanol:... The reactants are CC(=O)Oc1ccc(-c2ccc(C(C)=O)cc2)cc1, CC(=O)OC(C)=O, O. The product is C=C(C)c1ccc(-c2ccc(OC(C)=O)cc2)cc1. Reaction SMILES: [C:8]([CH3:9])(=[O:10])[O:11][c:12]1[cH:13][cH:14][c:15](-[c:18]2[cH:19][cH:20][c:21]([C:24]([CH3:25])=[O:26])[cH:22][cH:23]2)[cH:16][cH:17]1.[CH3:1][C:2]([O:3][C:4](=[O:5])[CH3:6])=[O:7].[OH2:27]>>[CH2:1]=[C:24]([c:21]1[cH:20][cH:19][c:18](-[c:15]2[cH:14][cH:13][c:12]([O:11][C:8]([CH3:9])=[O:10])[cH:17][cH:16]2)[cH:23][cH:22]1)[CH3:25]. Reactants: C#CCBr, CCCCCC, Cc1ccccc1, [H-], O=C1CCCCN1, [Na+]. Yields the product C#CCN1CCCCC1=O. Reaction SMILES: [CH2:10]([C:11]#[CH:12])[Br:13].[CH3:14][CH2:15][CH2:16][CH2:17][CH2:18][CH3:19].[CH3:20][c:21]1[cH:22][cH:23][cH:24][cH:25][cH:26]1.[H-:1].[NH:3]1[C:4](=[O:9])[CH2:5][CH2:6][CH2:7][CH2:8]1.[Na+:2]>>[N:3]1([CH2:12][C:11]#[CH:10])[C:4](=[O:9])[CH2:5][CH2:6][CH2:7][CH2:8]1. Reported procedure: A mixture of 1-(m-chlorophenoxy)-2,3,4,5-tetrahydro-3-benzazepine of Example 4 (6.4 g, 0.023 mole), 1-bromopropane (5.7 g., 0.047 mole) and sodium bicarbonate (8.4 g, 0.10 mole) in DMF (100 ml) was stirred at 70° C. for three hours. The mixture was concentrated under high vacuum to an oil which was stirred with water then extracted with ether. The ether extracts were washed twice with water and dried (saturated NaCl, anhydrous MgSO4). The solution was filtered, then concentrated to an oil (6.3 g... Product: ClC=1C=C(C=CC1)OC1CN(CCC2=C1C=CC=C2)CCC (1-(m-chlorophenyloxy)-3-(n-propyl)-2,3,4,5-tetrahydro-3-benzazepine). Reaction conditions: temperature 70 celsius, time 3 hour. Run in CN(C)C=O (DMF). Starting materials: C(C(=O)O)(=O)O.ClC=1C=C(OC2CNCCC3=C2C=CC=C3)C=CC1 (1-(m-chlorophenoxy)-2,3,4,5-tetrahydro-3-benzazepine oxalate), BrCCC (1-bromopropane), C([O-])(O)=O.[Na+] (sodium bicarbonate). As a reaction SMILES: C(O)(=O)C(O)=O.[Cl:7][C:8]1[CH:9]=[C:10]([CH:23]=[CH:24][CH:25]=1)[O:11][CH:12]1[C:18]2[CH:19]=[CH:20][CH:21]=[CH:22][C:17]=2[CH2:16][CH2:15][NH:14][CH2:13]1.Br[CH2:27][CH2:28][CH3:29].C(=O)(O)[O-].[Na+]>CN(C=O)C>[Cl:7][C:8]1[CH:9]=[C:10]([O:11][CH:12]2[C:18]3[CH:19]=[CH:20][CH:21]=[CH:22][C:17]=3[CH2:16][CH2:15][N:14]([CH2:27][CH2:28][CH3:29])[CH2:13]2)[CH:23]=[CH:24][CH:25]=1 |f:0.1,3.4|.